This data is from the Open Reaction Database (ORD), a public repository of structured organic reaction records. The task is: describe an organic reaction: reactants, conditions, products, and yield Starting materials: CC1(C)CC2OC2CN(S(=O)(=O)c2ccccn2)C1, CO, [Cl-], [N-]=[N+]=[N-], [NH4+], [Na+], O. Yields the product CC1(C)CC(N=[N+]=[N-])C(O)CN(S(=O)(=O)c2ccccn2)C1. RXN SMILES: [CH3:1][C:2]1([CH3:19])[CH2:3][N:4]([S:10](=[O:11])(=[O:12])[c:13]2[n:14][cH:15][cH:16][cH:17][cH:18]2)[CH2:5][CH:6]2[O:7][CH:8]2[CH2:9]1.[CH3:26][OH:27].[Cl-:24].[N-:20]=[N+:21]=[N-:22].[NH4+:25].[Na+:23].[OH2:28]>>[CH3:1][C:2]1([CH3:19])[CH2:3][N:4]([S:10](=[O:11])(=[O:12])[c:13]2[n:14][cH:15][cH:16][cH:17][cH:18]2)[CH2:5][CH:6]([OH:7])[CH:8]([N:20]=[N+:21]=[N-:22])[CH2:9]1. Reactants: FC=1C(=NC=C(C1)[N+](=O)[O-])O (3-fluoro-2-hydroxy-5-nitropyridine), C(=O)([O-])[O-].[K+].[K+] (K2CO3), CI (MeI). The solvent is CN(C)C=O (DMF). Run at time 1 hour. Yields the product FC=1C(N(C=C(C1)[N+](=O)[O-])C)=O (3-fluoro-1-methyl-5-nitropyridin-2(1H)-one). Yield: 93.2%. Reaction SMILES: [F:1][C:2]1[C:3]([OH:11])=[N:4][CH:5]=[C:6]([N+:8]([O-:10])=[O:9])[CH:7]=1.[C:12]([O-])([O-])=O.[K+].[K+].CI>CN(C=O)C>[F:1][C:2]1[C:3](=[O:11])[N:4]([CH3:12])[CH:5]=[C:6]([N+:8]([O-:10])=[O:9])[CH:7]=1 |f:1.2.3|. Procedure: To a stirred suspension of 3-fluoro-2-hydroxy-5-nitropyridine (2.03 g, 12.84 mmol) and K2CO3 (3.55 g, 25.7 mmol) in DMF (20 mL) under Ar was added MeI (1.20 mL, 19.26 mmol). The reaction mixture was stirred for 1 hr at rt, concentrated, diluted with water (100 mL), and extracted with CH2Cl2. (2×150 mL) The combined organic layers were washed with water, dried over Na2SO4 and evaporated to afford the crude title product (2.06 g, 11.97 mmol, 93% yield) as a yellow solid. tR: 2.22 min (HPLC 1); tR:... Starting materials: [Br-], CC(C)(C)OC(=O)N1CCCC(C(=O)c2ccccc2)C1, CCCCCC[Mg+], C1CCOC1. The product is CCCCCCC(O)(c1ccccc1)C1CCCN(C(=O)OC(C)(C)C)C1. As a reaction SMILES: [Br-:22].[C:1]([c:2]1[cH:3][cH:4][cH:5][cH:6][cH:7]1)(=[O:8])[CH:9]1[CH2:10][N:11]([C:15](=[O:16])[O:17][C:18]([CH3:19])([CH3:20])[CH3:21])[CH2:12][CH2:13][CH2:14]1.[CH2:23]([CH2:24][CH2:25][CH2:26][CH2:27][CH3:28])[Mg+:29].[CH2:30]1[O:31][CH2:32][CH2:33][CH2:34]1>>[C:1]([c:2]1[cH:3][cH:4][cH:5][cH:6][cH:7]1)([OH:8])([CH:9]1[CH2:10][N:11]([C:15](=[O:16])[O:17][C:18]([CH3:19])([CH3:20])[CH3:21])[CH2:12][CH2:13][CH2:14]1)[CH2:23][CH2:24][CH2:25][CH2:26][CH2:27][CH3:28]. The reactants are CCOCC, [Na], O, O, O=P(O)(O)O, O=S(=O)(O)SCCc1coc2ccccc12. The product is SCCc1coc2ccccc12. Reaction SMILES: [CH3:25][CH2:26][O:27][CH2:28][CH3:29].[Na:1].[O:24].[OH2:18].[P:19](=[O:20])([OH:21])([OH:22])[OH:23].[o:2]1[cH:3][c:4]([CH2:11][CH2:12][S:13][S:14](=[O:15])(=[O:16])[OH:17])[c:5]2[c:6]1[cH:7][cH:8][cH:9][cH:10]2>>[o:2]1[cH:3][c:4]([CH2:11][CH2:12][SH:13])[c:5]2[c:6]1[cH:7][cH:8][cH:9][cH:10]2. Reactants: Intermediate 223C, C(=O)C1=C(C=C(C(=O)OC(C)(C)C)C=C1)C(=O)N1CC2=CC=CC=C2CC1 (tert-butyl 4-formyl-3-(1,2,3,4-tetrahydroisoquinoline-2-carbonyl)benzoate), [N+](=O)([O-])CC (nitroethane). Yields the product OC(C(C)[N+](=O)[O-])C1=C(C=C(C(=O)OC(C)(C)C)C=C1)C(=O)N1CC2=CC=CC=C2CC1 (tert-Butyl 4-(1-hydroxy-2-nitropropyl)-3-(1,2,3,4-tetrahydroisoquinoline-2-carbonyl)benzoate). Reaction SMILES: [CH:1]([C:3]1[CH:15]=[CH:14][C:6]([C:7]([O:9][C:10]([CH3:13])([CH3:12])[CH3:11])=[O:8])=[CH:5][C:4]=1[C:16]([N:18]1[CH2:27][CH2:26][C:25]2[C:20](=[CH:21][CH:22]=[CH:23][CH:24]=2)[CH2:19]1)=[O:17])=[O:2].[N+:28]([CH2:31][CH3:32])([O-:30])=[O:29]>>[OH:2][CH:1]([C:3]1[CH:15]=[CH:14][C:6]([C:7]([O:9][C:10]([CH3:13])([CH3:12])[CH3:11])=[O:8])=[CH:5][C:4]=1[C:16]([N:18]1[CH2:27][CH2:26][C:25]2[C:20](=[CH:21][CH:22]=[CH:23][CH:24]=2)[CH2:19]1)=[O:17])[CH:31]([N+:28]([O-:30])=[O:29])[CH3:32]. Reported procedure: Following a procedure analogous to that for the synthesis of Intermediate 223C, tert-butyl 4-formyl-3-(1,2,3,4-tetrahydroisoquinoline-2-carbonyl)benzoate (59 mg, 0.16 mmol) and nitroethane (0.023 mL, 0.32 mmol) were converted to the title compound as a crude brown oil (1:1 mixture of diastereomers by LC-MS) which was used directly without further purification. MS(ESI+) m/z 441.3 (M+H)+.